From a dataset of the Open Reaction Database (ORD), a public repository of structured organic reaction records. describe an organic reaction: reactants, conditions, products, and yield The reactants are C(=O)(O)[O-].[Na+] (NaHCO3), S(O)(O)(=O)=O (sulfuric acid), [N+](=O)(O)[O-] (HNO3), CC1=NC=CC(=C1)N1CNC=C1 (3-(2-methyl-4-pyridinyl)-1H-imidazole). Run in ice water. Reaction conditions: temperature 110 celsius, time 10 hour. The product is [N+](=O)([O-])C1NC=CN1C1=CC(=NC=C1)C (2-nitro-3-(2-methyl-4-pyridinyl)-1H-imidazole). Isolated yield 66.0%. Reaction SMILES: S(=O)(=O)(O)O.[N+:6]([O-:9])(O)=[O:7].[CH3:10][C:11]1[CH:16]=[C:15]([N:17]2[CH:21]=[CH:20][NH:19][CH2:18]2)[CH:14]=[CH:13][N:12]=1.C([O-])(O)=O.[Na+]>>[N+:6]([CH:18]1[N:17]([C:15]2[CH:14]=[CH:13][N:12]=[C:11]([CH3:10])[CH:16]=2)[CH:21]=[CH:20][NH:19]1)([O-:9])=[O:7] |f:3.4|. Reported procedure: To a stirred solution of sulfuric acid (14 ml, 95-97%) and HNO3 (10 ml, fum.) was added at 0° C. 3-(2-methyl-4-pyridinyl)-1H-imidazole (4.0 g, 25.1 mmol). The reaction mixture was stirred at room temperature for 50 min, at 100° C. for 2.5 h and at 110° C. for 10 h and poured into ice-water (70 ml). Solid NaHCO3 was added to the stirred mixture until the pH reached 5. The solution was extracted with THF (4×200 ml), the combined organic layers were dried (MgSO4) and evaporated to give 2-nitro-3-(2... Starting materials: ClC1=NC(=C2N=CN(C2=N1)C1OCCCC1)N (2-Chloro-9-(tetrahydro-2H-pyran-2-yl)-9H-purin-6-amine), resultant mixture, C1(CCCCC1)CO (Cyclohexylmethanol), CC(C)([O-])C.[Na+] (sodium tert-butoxide), CC(C)([O-])C.[Na+] (sodium tert-butoxide). The solvent is COCCOC (1,2-dimethoxyethane), O (water), COCCOC (1,2-dimethoxyethane). Conditions: temperature 93 celsius. Yields the product C1(CCCCC1)COC1=NC(=C2N=CN(C2=N1)C1OCCCC1)N (2-[(Cyclohexylmethyl)oxy]-9-(tetrahydro-2H-pyran-2-yl)-9H-purin-6-amine). As a reaction SMILES: [CH:1]1([CH2:7][OH:8])[CH2:6][CH2:5][CH2:4][CH2:3][CH2:2]1.CC(C)([O-])C.[Na+].Cl[C:16]1[N:24]=[C:23]2[C:19]([N:20]=[CH:21][N:22]2[CH:25]2[CH2:30][CH2:29][CH2:28][CH2:27][O:26]2)=[C:18]([NH2:31])[N:17]=1>COCCOC.O>[CH:1]1([CH2:7][O:8][C:16]2[N:24]=[C:23]3[C:19]([N:20]=[CH:21][N:22]3[CH:25]3[CH2:30][CH2:29][CH2:28][CH2:27][O:26]3)=[C:18]([NH2:31])[N:17]=2)[CH2:6][CH2:5][CH2:4][CH2:3][CH2:2]1 |f:1.2|. Procedure details: Cyclohexylmethanol (4.5784 g) was diluted with 1,2-dimethoxyethane (99%+) (20 mL) before sodium tert-butoxide (3.853 g) was added gradually with stirring under nitrogen. An exotherm was observed on addition of sodium tert-butoxide. 2-Chloro-9-(tetrahydro-2H-pyran-2-yl)-9H-purin-6-amine (2.5428 g) was added and the resultant mixture was heated to reflux at 93° C. (internal). A further quantity of 1,2-dimethoxyethane (99%+) (20 mL) was added to help dissolution and refluxed overnight. The reaction... Reactants: C([O-])(O)=O.[Na+] (sodium bicarbonate), C(C)(=O)O[BH3-].[Na+] (sodium acetoxyborohydride), C(C(C)C)=O (isobutyraldehyde), ClC1=CC=C(C=C1)C(N1CC(C1)=CS(=O)(=O)CC=1C=C(C=CC1)N1CCNCC1)C1=CC=C(C=C1)Cl (1-[3-({1-[bis-(4-chlorophenyl)methyl]azetidin-3-ylidene}methanesulfonylmethyl)phenyl]piperazine). The solvent is ClCCl (dichloromethane), ClCCCl (1,2-dichloroethane). Reaction conditions: time 4 hour. Yields the product ClC1=CC=C(C=C1)C(N1CC(C1)=CS(=O)(=O)CC=1C=C(C=CC1)N1CCN(CC1)CC(C)C)C1=CC=C(C=C1)Cl (1-[3-({1-[bis-(4-chlorophenyl)methyl]azetidin-3-ylidene}methanesulfonylmethyl)phenyl]-4-isobutylpiperazine). Yield: 105.2%. Reaction SMILES: C(O[BH3-])(=O)C.[Na+].[CH:7](=O)[CH:8]([CH3:10])[CH3:9].[Cl:12][C:13]1[CH:18]=[CH:17][C:16]([CH:19]([C:41]2[CH:46]=[CH:45][C:44]([Cl:47])=[CH:43][CH:42]=2)[N:20]2[CH2:23][C:22](=[CH:24][S:25]([CH2:28][C:29]3[CH:30]=[C:31]([N:35]4[CH2:40][CH2:39][NH:38][CH2:37][CH2:36]4)[CH:32]=[CH:33][CH:34]=3)(=[O:27])=[O:26])[CH2:21]2)=[CH:15][CH:14]=1.C(=O)(O)[O-].[Na+]>ClCCCl.ClCCl>[Cl:12][C:13]1[CH:14]=[CH:15][C:16]([CH:19]([C:41]2[CH:42]=[CH:43][C:44]([Cl:47])=[CH:45][CH:46]=2)[N:20]2[CH2:21][C:22](=[CH:24][S:25]([CH2:28][C:29]3[CH:30]=[C:31]([N:35]4[CH2:40][CH2:39][N:38]([CH2:7][CH:8]([CH3:10])[CH3:9])[CH2:37][CH2:36]4)[CH:32]=[CH:33][CH:34]=3)(=[O:26])=[O:27])[CH2:23]2)=[CH:17][CH:18]=1 |f:0.1,4.5|. Procedure: 32 mg of sodium acetoxyborohydride and then 22 mg of isobutyraldehyde are successively added, at a temperature close to 20° C., to a solution of 54.25 mg of 1-[3-({1-[bis-(4-chlorophenyl)methyl]azetidin-3-ylidene}methanesulfonylmethyl)phenyl]piperazine in 2 cm3 of 1,2-dichloroethane. After stirring for 4 hours at a temperature close to 20° C., 3 cm3 of dichloromethane and 2 cm3 of a saturated aqueous sodium bicarbonate solution are added to the reaction medium. After separating after settling ou...